From a dataset of the Open Reaction Database (ORD), a public repository of structured organic reaction records. describe an organic reaction: reactants, conditions, products, and yield Reactants: C(\C=C/C(=O)O)(=O)O (maleic acid), CNC1=NC(=NC=C1)N1CCC(CC1)C1=CC=CC=C1 (4-methylamino-2-(4-phenylpiperidino)pyrimidine). Solvent: CO (methanol), CO (methanol). Reaction conditions: time 1 hour. The product is C(\C=C/C(=O)O)(=O)O.CNC1=NC(=NC=C1)N1CCC(CC1)C1=CC=CC=C1 (4-Methylamino-2-(4-Phenylpiperidino)Pyrimidine Maleate). The yield is 87.2%. RXN SMILES: [C:1]([OH:8])(=[O:7])/[CH:2]=[CH:3]\[C:4]([OH:6])=[O:5].[CH3:9][NH:10][C:11]1[CH:16]=[CH:15][N:14]=[C:13]([N:17]2[CH2:22][CH2:21][CH:20]([C:23]3[CH:28]=[CH:27][CH:26]=[CH:25][CH:24]=3)[CH2:19][CH2:18]2)[N:12]=1>CO>[C:1]([OH:8])(=[O:7])/[CH:2]=[CH:3]\[C:4]([OH:6])=[O:5].[CH3:9][NH:10][C:11]1[CH:16]=[CH:15][N:14]=[C:13]([N:17]2[CH2:18][CH2:19][CH:20]([C:23]3[CH:28]=[CH:27][CH:26]=[CH:25][CH:24]=3)[CH2:21][CH2:22]2)[N:12]=1 |f:3.4|. Procedure details: A solution of 0.43 g (3.73 mmoles) of maleic acid in 10 ml of methanol was added to a solution of 1.0 g (3.73 mmoles) of 4-methylamino-2-(4-phenylpiperidino)pyrimidine in 10 ml of methanol, and the mixture was stirred at room temperature for 1 hour. The mixed solution was concentrated under reduced pressure and washed with ether to give 1.25 g (yield 87%) of the desired product. Starting materials: COc1nc(CO)cc(C)c1CNC(=O)c1cc(Br)cc2c1c(C)cn2C(C)C, Cl, C1CCOC1. Yields the product Cc1cc(CO)[nH]c(=O)c1CNC(=O)c1cc(Br)cc2c1c(C)cn2C(C)C. RXN SMILES: [Br:1][c:2]1[cH:3][c:4]([C:15](=[O:16])[NH:17][CH2:18][c:19]2[c:20]([O:28][CH3:29])[n:21][c:22]([CH2:26][OH:27])[cH:23][c:24]2[CH3:25])[c:5]2[c:6]([CH3:14])[cH:7][n:8]([CH:11]([CH3:12])[CH3:13])[c:9]2[cH:10]1.[ClH:30].[O:31]1[CH2:32][CH2:33][CH2:34][CH2:35]1>>[Br:1][c:2]1[cH:3][c:4]([C:15](=[O:16])[NH:17][CH2:18][c:19]2[c:20](=[O:28])[nH:21][c:22]([CH2:26][OH:27])[cH:23][c:24]2[CH3:25])[c:5]2[c:6]([CH3:14])[cH:7][n:8]([CH:11]([CH3:12])[CH3:13])[c:9]2[cH:10]1. The reactants are CCC(CC)c1cc(C)nn2c(-c3sc(Br)cc3C)c(C)nc12, C1CCOC1, CCOC(C)=O, Cc1noc(C)c1I, [Zn]. The product is CCC(CC)c1cc(C)nn2c(-c3sc(-c4c(C)noc4C)cc3C)c(C)nc12. As a reaction SMILES: [Br:14][c:15]1[cH:16][c:17]([CH3:36])[c:18](-[c:20]2[c:21]([CH3:35])[n:22][c:23]3[n:24]2[n:25][c:26]([CH3:34])[cH:27][c:28]3[CH:29]([CH2:30][CH3:31])[CH2:32][CH3:33])[s:19]1.[CH2:9]1[O:10][CH2:11][CH2:12][CH2:13]1.[CH3:37][CH2:38][O:39][C:40]([CH3:41])=[O:42].[I:1][c:2]1[c:3]([CH3:8])[n:4][o:5][c:6]1[CH3:7].[Zn:43]>>[c:2]1(-[c:15]2[cH:16][c:17]([CH3:36])[c:18](-[c:20]3[c:21]([CH3:35])[n:22][c:23]4[n:24]3[n:25][c:26]([CH3:34])[cH:27][c:28]4[CH:29]([CH2:30][CH3:31])[CH2:32][CH3:33])[s:19]2)[c:3]([CH3:8])[n:4][o:5][c:6]1[CH3:7].